This data is from the Open Reaction Database (ORD), a public repository of structured organic reaction records. The task is: describe an organic reaction: reactants, conditions, products, and yield Reactants: COc1cc(C(=O)O)cc2c1ccn2C1CC1, NC(=O)c1nnc(-c2ccc3c(c2)C(=O)CC2(CCNCC2)O3)[nH]1, CN(C)C=O, O, On1nnc2ccccc21. Product: COc1cc(C(=O)N2CCC3(CC2)CC(=O)c2cc(-c4nnc(C(N)=O)[nH]4)ccc2O3)cc2c1ccn2C1CC1. Reaction SMILES: [CH:1]1([n:4]2[cH:5][cH:6][c:7]3[c:8]([O:16][CH3:17])[cH:9][c:10]([C:13](=[O:14])[OH:15])[cH:11][c:12]23)[CH2:2][CH2:3]1.[O:18]=[C:19]1[CH2:20][C:21]2([O:22][c:23]3[cH:24][cH:25][c:26](-[c:29]4[nH:30][c:31]([C:34](=[O:35])[NH2:36])[n:32][n:33]4)[cH:27][c:28]31)[CH2:37][CH2:38][NH:39][CH2:40][CH2:41]2.[O:53]=[CH:54][N:55]([CH3:56])[CH3:57].[OH2:52].[OH:42][n:43]1[c:44]2[c:45]([cH:46][cH:47][cH:48][cH:49]2)[n:50][n:51]1>>[CH:1]1([n:4]2[cH:5][cH:6][c:7]3[c:8]([O:16][CH3:17])[cH:9][c:10]([C:13](=[O:15])[N:39]4[CH2:38][CH2:37][C:21]5([CH2:20][C:19](=[O:18])[c:28]6[c:23]([cH:24][cH:25][c:26](-[c:29]7[nH:30][c:31]([C:34](=[O:35])[NH2:36])[n:32][n:33]7)[cH:27]6)[O:22]5)[CH2:41][CH2:40]4)[cH:11][c:12]23)[CH2:2][CH2:3]1.